Task: describe an organic reaction: reactants, conditions, products, and yield. Dataset: the Open Reaction Database (ORD), a public repository of structured organic reaction records Reactants: C=C[Sn](CCCC)(CCCC)CCCC, COC(=O)c1nc(-c2ccc(Cl)c(OC)c2F)nc(N)c1Br, ClCCCl, Cl[Pd]Cl, c1ccc(P(c2ccccc2)c2ccccc2)cc1, c1ccc(P(c2ccccc2)c2ccccc2)cc1. Product: C=Cc1c(N)nc(-c2ccc(Cl)c(OC)c2F)nc1C(=O)OC. As a reaction SMILES: [CH2:23]([CH2:24][CH2:36][CH3:37])[Sn:25]([CH2:26][CH2:27][CH2:28][CH3:29])([CH2:30][CH2:31][CH2:32][CH3:33])[CH:34]=[CH2:35].[CH3:1][O:2][C:3](=[O:4])[c:5]1[n:6][c:7](-[c:13]2[c:14]([F:22])[c:15]([O:20][CH3:21])[c:16]([Cl:19])[cH:17][cH:18]2)[n:8][c:9]([NH2:12])[c:10]1[Br:11].[Cl:38][CH2:39][CH2:40][Cl:41].[Pd:42]([Cl:43])[Cl:44].[c:45]1([P:46]([c:47]2[cH:48][cH:49][cH:50][cH:51][cH:52]2)[c:53]2[cH:54][cH:55][cH:56][cH:57][cH:58]2)[cH:59][cH:60][cH:61][cH:62][cH:63]1.[c:64]1([P:65]([c:66]2[cH:67][cH:68][cH:69][cH:70][cH:71]2)[c:72]2[cH:73][cH:74][cH:75][cH:76][cH:77]2)[cH:78][cH:79][cH:80][cH:81][cH:82]1>>[CH3:1][O:2][C:3](=[O:4])[c:5]1[n:6][c:7](-[c:13]2[c:14]([F:22])[c:15]([O:20][CH3:21])[c:16]([Cl:19])[cH:17][cH:18]2)[n:8][c:9]([NH2:12])[c:10]1[CH:23]=[CH2:24]. Starting materials: COc1cc(C=CC(=O)c2cc(OC)c(OC)c(OC)c2)cc(Br)c1OC, COCCOC, [Na+], [Na+], O=C([O-])[O-], O, c1ccc(P(c2ccccc2)(c2ccccc2)[Pd](P(c2ccccc2)(c2ccccc2)c2ccccc2)(P(c2ccccc2)(c2ccccc2)c2ccccc2)P(c2ccccc2)(c2ccccc2)c2ccccc2)cc1, OB(O)c1cccs1. The product is COc1cc(C(=O)C=Cc2cc(OC)c(OC)c(-c3cccs3)c2)cc(OC)c1OC. RXN SMILES: [Br:1][c:2]1[cH:3][c:4]([CH:12]=[CH:13][C:14](=[O:15])[c:16]2[cH:17][c:18]([O:26][CH3:27])[c:19]([O:24][CH3:25])[c:20]([O:22][CH3:23])[cH:21]2)[cH:5][c:6]([O:10][CH3:11])[c:7]1[O:8][CH3:9].[CH3:43][O:44][CH2:45][CH2:46][O:47][CH3:48].[Na+:36].[Na+:37].[O-:38][C:39](=[O:40])[O-:41].[OH2:42].[cH:49]1[cH:50][cH:51][c:52]([P:53]([Pd:54]([P:55]([c:56]2[cH:57][cH:58][cH:59][cH:60][cH:61]2)([c:62]2[cH:63][cH:64][cH:65][cH:66][cH:67]2)[c:68]2[cH:69][cH:70][cH:71][cH:72][cH:73]2)([P:74]([c:75]2[cH:76][cH:77][cH:78][cH:79][cH:80]2)([c:81]2[cH:82][cH:83][cH:84][cH:85][cH:86]2)[c:87]2[cH:88][cH:89][cH:90][cH:91][cH:92]2)[P:93]([c:94]2[cH:95][cH:96][cH:97][cH:98][cH:99]2)([c:100]2[cH:101][cH:102][cH:103][cH:104][cH:105]2)[c:106]2[cH:107][cH:108][cH:109][cH:110][cH:111]2)([c:112]2[cH:113][cH:114][cH:115][cH:116][cH:117]2)[c:118]2[cH:119][cH:120][cH:121][cH:122][cH:123]2)[cH:124][cH:125]1.[s:28]1[c:29]([B:33]([OH:34])[OH:35])[cH:30][cH:31][cH:32]1>>[c:2]1(-[c:29]2[s:28][cH:32][cH:31][cH:30]2)[cH:3][c:4]([CH:12]=[CH:13][C:14](=[O:15])[c:16]2[cH:17][c:18]([O:26][CH3:27])[c:19]([O:24][CH3:25])[c:20]([O:22][CH3:23])[cH:21]2)[cH:5][c:6]([O:10][CH3:11])[c:7]1[O:8][CH3:9]. Starting materials: O=C1NC(=O)c2ccccc21, CN(C)C=O, [Cl-], O=C(CCl)N1CCN(C(=O)c2cc(C(F)(F)F)cc(C(F)(F)F)c2)C(Cc2c[nH]c3ccccc23)C1, [K], [Na+]. Product: O=C(CN1C(=O)c2ccccc2C1=O)N1CCN(C(=O)c2cc(C(F)(F)F)cc(C(F)(F)F)c2)C(Cc2c[nH]c3ccccc23)C1. Reaction SMILES: [C:37]1(=[O:47])[c:38]2[c:39]([cH:43][cH:44][cH:45][cH:46]2)[C:40](=[O:42])[NH:41]1.[CH3:51][N:52]([CH3:53])[CH:54]=[O:55].[Cl-:50].[F:1][C:2]([c:3]1[cH:4][c:5]([C:6](=[O:7])[N:8]2[CH:9]([CH2:18][c:19]3[cH:20][nH:21][c:22]4[cH:23][cH:24][cH:25][cH:26][c:27]34)[CH2:10][N:11]([C:14]([CH2:15][Cl:16])=[O:17])[CH2:12][CH2:13]2)[cH:28][c:29]([C:31]([F:32])([F:33])[F:34])[cH:30]1)([F:35])[F:36].[K:48].[Na+:49]>>[F:1][C:2]([c:3]1[cH:4][c:5]([C:6](=[O:7])[N:8]2[CH:9]([CH2:18][c:19]3[cH:20][nH:21][c:22]4[cH:23][cH:24][cH:25][cH:26][c:27]34)[CH2:10][N:11]([C:14]([CH2:15][N:41]3[C:37](=[O:47])[c:38]4[c:39]([cH:43][cH:44][cH:45][cH:46]4)[C:40]3=[O:42])=[O:17])[CH2:12][CH2:13]2)[cH:28][c:29]([C:31]([F:32])([F:33])[F:34])[cH:30]1)([F:35])[F:36]. The reactants are FC1=C(C(=CC=C1)S(=O)(=O)C)N (2-Fluoro-6-methanesulfonyl-phenylamine), ClC1=NC=C(C(=N1)Cl)Cl (2,4,5-trichloropyrimidine). The product is ClC1=NC=C(C(=N1)NC1=C(C=CC=C1S(=O)(=O)C)F)Cl ((2,5-Dichloro-pyrimidin-4-yl)-(2-fluoro-6-methanesulfonyl-phenyl)-amine), solid. The yield is 62.0%. Reaction SMILES: [F:1][C:2]1[CH:7]=[CH:6][CH:5]=[C:4]([S:8]([CH3:11])(=[O:10])=[O:9])[C:3]=1[NH2:12].[Cl:13][C:14]1[N:19]=[C:18](Cl)[C:17]([Cl:21])=[CH:16][N:15]=1>>[Cl:13][C:14]1[N:19]=[C:18]([NH:12][C:3]2[C:4]([S:8]([CH3:11])(=[O:10])=[O:9])=[CH:5][CH:6]=[CH:7][C:2]=2[F:1])[C:17]([Cl:21])=[CH:16][N:15]=1. Procedure details: (2,5-Dichloro-pyrimidin-4-yl)-(2-fluoro-6-methanesulfonyl-phenyl)-amine was prepared from 2-Fluoro-6-methanesulfonyl-phenylamine and 2,4,5-trichloropyrimidine in an analogous manner to Example 1251d to afford an orange solid (1.38 g, 62%). MP 212-215, HPLC purity 95%, LCMS 338 (M+H), 1H-NMR (CDCl3, 400 MHz) δ 8.33 (s, 1H), 8.23 (s, 1H), 7.88 (d, J=2.7 Hz, 1H), 7.90-7.87 (m, 2H), 3.01 (s, 3H). Isolated yield 200.0%. The reactants are ClC=1C=C(C(=C(C1)C(C)NC=1C=C(C=CC1S(=O)(=O)C)N1CCC(CC1)N(C)C)OC)OC (1-(3-(1-(5-chloro-2,3-dimethoxyphenyl)ethylamino)-4-(methylsulfonyl)phenyl)-N,N-dimethylpiperidin-4-amine), Cl (HCl). Product: Cl.ClC=1C=C(C(=C(C1)C(C)NC=1C=C(C=CC1S(=O)(=O)C)N1CCC(CC1)N(C)C)OC)OC (1-(3-(1-(5-Chloro-2,3-dimethoxyphenyl)ethylamino)-4-(methylsulfonyl)phenyl)-N,N-dimethylpiperidin-4-amine hydrochloride). Procedure: To a solution of 1-(3-(1-(5-chloro-2,3-dimethoxyphenyl)ethylamino)-4-(methylsulfonyl)phenyl)-N,N-dimethylpiperidin-4-amine (25.0 mg, 0.05 mmol) in dichloromethane (1 mL) was added 0.06 mL (0.06 mmol) of 1 M HCl in diethyl ether. The solution was allowed to stir for 15 minutes and the solvent was removed by rotary evaporation. The residue was dissolved in dichloromethane and triturated with diethyl ether. The solvent was removed by rotary evaporation to collect the title compound (26.0 mg, 0.05 m... As a reaction SMILES: [Cl:1][C:2]1[CH:3]=[C:4]([O:32][CH3:33])[C:5]([O:30][CH3:31])=[C:6]([CH:8]([NH:10][C:11]2[CH:12]=[C:13]([N:21]3[CH2:26][CH2:25][CH:24]([N:27]([CH3:29])[CH3:28])[CH2:23][CH2:22]3)[CH:14]=[CH:15][C:16]=2[S:17]([CH3:20])(=[O:19])=[O:18])[CH3:9])[CH:7]=1.Cl>ClCCl.C(OCC)C>[ClH:1].[Cl:1][C:2]1[CH:3]=[C:4]([O:32][CH3:33])[C:5]([O:30][CH3:31])=[C:6]([CH:8]([NH:10][C:11]2[CH:12]=[C:13]([N:21]3[CH2:26][CH2:25][CH:24]([N:27]([CH3:28])[CH3:29])[CH2:23][CH2:22]3)[CH:14]=[CH:15][C:16]=2[S:17]([CH3:20])(=[O:19])=[O:18])[CH3:9])[CH:7]=1 |f:4.5|. Reaction conditions: time 15 minute. Solvent: ClCCl (dichloromethane), C(C)OCC (diethyl ether). The product is CCCCC(CC)COc1c(I)cc(I)cc1I. Starting materials: O=C([O-])[O-], CCCCC(CC)CBr, Oc1ccc(I)c(I)c1I, CCC(C)Oc1c(I)cc(I)cc1I, [K+], [K+], CN(C)C=O. RXN SMILES: [C:20](=[O:21])([O-:22])[O-:23].[CH2:1]([CH3:2])[CH:3]([CH2:4][Br:5])[CH2:6][CH2:7][CH2:8][CH3:9].[I:10][c:11]1[cH:12][cH:13][c:14]([OH:15])[c:16]([I:17])[c:18]1[I:19].[I:26][c:27]1[c:28]([O:29][CH:30]([CH2:31][CH3:32])[CH3:33])[c:34]([I:39])[cH:35][c:36]([I:38])[cH:37]1.[K+:24].[K+:25].[O:40]=[CH:41][N:42]([CH3:43])[CH3:44]>>[CH2:1]([CH3:2])[CH:3]([CH2:4][O:29][c:28]1[c:27]([I:26])[cH:37][c:36]([I:38])[cH:35][c:34]1[I:39])[CH2:6][CH2:7][CH2:8][CH3:9]. Starting materials: CC1CC=CCN(S(=O)(=O)c2ccccn2)C1, ClCCl, [Na+], O=C([O-])O, O=C(OO)c1cccc(Cl)c1. Product: CC1CC2OC2CN(S(=O)(=O)c2ccccn2)C1. As a reaction SMILES: [CH3:1][CH:2]1[CH2:3][N:4]([S:9](=[O:10])(=[O:11])[c:12]2[n:13][cH:14][cH:15][cH:16][cH:17]2)[CH2:5][CH:6]=[CH:7][CH2:8]1.[Cl:34][CH2:35][Cl:36].[Na+:22].[O-:18][C:19]([OH:20])=[O:21].[OH:23][O:24][C:25]([c:26]1[cH:27][c:28]([Cl:29])[cH:30][cH:31][cH:32]1)=[O:33]>>[CH3:1][CH:2]1[CH2:3][N:4]([S:9](=[O:10])(=[O:11])[c:12]2[n:13][cH:14][cH:15][cH:16][cH:17]2)[CH2:5][CH:6]2[CH:7]([CH2:8]1)[O:18]2. Reactants: C=CCCCC (1-hexene), C=C (ethylene), C=CCCCCCCCC (1-decene), C=CCCCCCCCC (1-decene). Reported procedure: The procedure used for the preparation of copolymer S-1 was repeated except that 1-hexene was replaced with 1-decene. A tacky amorphous polymer was obtained in 65% conversion having an inherent viscosity of 4.2 dL/g in n-hexane and a Tg of -45° C. It contained 91 mole percent of 1-decene and 9 mole percent of ethylene. As a reaction SMILES: [CH2:1]=[CH:2]CCCC.[CH2:7]=[CH:8][CH2:9][CH2:10][CH2:11][CH2:12][CH2:13][CH2:14][CH2:15][CH3:16].C=C>CCCCCC>[CH2:7]=[CH:8][CH2:9][CH2:10][CH2:11][CH2:12][CH2:13][CH2:14][CH2:15][CH3:16].[CH2:1]=[CH2:2] |f:4.5|. The product is C=CCCCCCCCC.C=C (1-Decene ethylene). Solvent: CCCCCC (n-hexane).